This data is from the Open Reaction Database (ORD), a public repository of structured organic reaction records. The task is: describe an organic reaction: reactants, conditions, products, and yield Reactants: Cl (hydrochloric acid), C(CCC)(=O)NC=1C=C(C(=O)OCC)C=CC1[N+](=O)[O-] (ethyl 3-butyrylamino-4-nitrobenzoate), [H-].[Na+] (sodium hydride), C(CCC)I (n-butyl iodide). Solvent: C(C)(=O)OCC (ethyl acetate), CN(C=O)C (N,N-dimethylformamide), CN(C=O)C (N,N-dimethylformamide), CN(C=O)C (N,N-dimethylformamide). Conditions: time 30 minute. Product: C(CCC)CCCC(=O)NC=1C=C(C(=O)OCC)C=CC1[N+](=O)[O-] (ethyl 3-(N-n-butylbutyrylamino)-4-nitrobenzoate). Isolated yield 116.0%. Reaction SMILES: [C:1]([NH:6][C:7]1[CH:8]=[C:9]([CH:15]=[CH:16][C:17]=1[N+:18]([O-:20])=[O:19])[C:10]([O:12][CH2:13][CH3:14])=[O:11])(=[O:5])[CH2:2][CH2:3][CH3:4].[H-].[Na+].[CH2:23](I)[CH2:24][CH2:25][CH3:26].Cl>CN(C)C=O.C(OCC)(=O)C>[CH2:23]([CH2:4][CH2:3][CH2:2][C:1]([NH:6][C:7]1[CH:8]=[C:9]([CH:15]=[CH:16][C:17]=1[N+:18]([O-:20])=[O:19])[C:10]([O:12][CH2:13][CH3:14])=[O:11])=[O:5])[CH2:24][CH2:25][CH3:26] |f:1.2|. Procedure: A solution of 1.86 g of ethyl 3-butyrylamino-4-nitrobenzoate in 10 ml of N,N-dimethylformamide was added dropwise to a slurry of 0.428 g of 60% sodium hydride and 10 ml of N,N-dimethylformamide at room temperature, and the mixture was stirred at room temperature for 30 minutes. Subsequently, a solution of 1.97 g of n-butyl iodide in 10 ml of N,N-dimethylformamide was added dropwise thereto, and the mixture was heated at 50° C. for 13 hours. The reaction solution was poured into a mixed solution ... The reactants are C(C)OC(=O)C=1C=NC2=C(C=CC=C2C1NC1CCC(CC1)C)OC (8-methoxy-4-(4-methyl-cyclohexylamino)-quinoline-3-carboxylic acid ethyl ester), N(=C=O)C1=CC(=CC=C1)C (1-isocyanato-3-methyl-benzene). The product is COC1=CC=CC=2C3=C(C=NC12)C(N(C(N3C3CCC(CC3)C)=O)C=3C=C(C=CC3)C)=O (7-Methoxy-1-(4-methyl-cyclohexyl)-3-m-tolyl-1H-pyrimido[5,4-c]quinoline-2,4-dione). The yield is 108.4%. RXN SMILES: C(O[C:4]([C:6]1[CH:7]=[N:8][C:9]2[C:14]([C:15]=1[NH:16][CH:17]1[CH2:22][CH2:21][CH:20]([CH3:23])[CH2:19][CH2:18]1)=[CH:13][CH:12]=[CH:11][C:10]=2[O:24][CH3:25])=[O:5])C.[N:26]([C:29]1[CH:34]=[CH:33][CH:32]=[C:31]([CH3:35])[CH:30]=1)=[C:27]=[O:28]>>[CH3:25][O:24][C:10]1[C:9]2[N:8]=[CH:7][C:6]3[C:4](=[O:5])[N:26]([C:29]4[CH:30]=[C:31]([CH3:35])[CH:32]=[CH:33][CH:34]=4)[C:27](=[O:28])[N:16]([CH:17]4[CH2:22][CH2:21][CH:20]([CH3:23])[CH2:19][CH2:18]4)[C:15]=3[C:14]=2[CH:13]=[CH:12][CH:11]=1. Reported procedure: 7-Methoxy-1-(4-methyl-cyclohexyl)-3-m-tolyl-1H-pyrimido[5,4-c]quinoline-2,4-dione (135 mg) was prepared from 8-methoxy-4-(4-methyl-cyclohexylamino)-quinoline-3-carboxylic acid ethyl ester (0.29 mmol) and 1-isocyanato-3-methyl-benzene (0.44 mmol) following general procedure C. LCMS: m/z 430 [M+1]+. Reactants: NC1=C(C=CC(=C1)OCC1=CC=CC=C1)SC1=CC=C(C=C1)O (4-(2-Amino-4-benzyloxy-phenylsulfanyl)-phenol), C(C)(C)(C)C1=CC=C(C(=N1)N=CN(C)C)C#N (N′-(6-tert-Butyl-3-cyano-pyridin-2-yl)-N,N-dimethyl-formamidine). The solvent is C(C)(=O)O (acetic acid). Yields the product C(C1=CC=CC=C1)OC1=CC(=C(C=C1)SC1=CC=C(C=C1)O)NC=1C2=C(N=CN1)N=C(C=C2)C(C)(C)C (4-[4-Benzyloxy-2-(7-tert-butyl-pyrido[2,3-d]pyrimidin-4-ylamino)-phenylsulfanyl]-phenol). RXN SMILES: [NH2:1][C:2]1[CH:7]=[C:6]([O:8][CH2:9][C:10]2[CH:15]=[CH:14][CH:13]=[CH:12][CH:11]=2)[CH:5]=[CH:4][C:3]=1[S:16][C:17]1[CH:22]=[CH:21][C:20]([OH:23])=[CH:19][CH:18]=1.[C:24]([C:28]1[N:33]=[C:32]([N:34]=[CH:35]N(C)C)[C:31]([C:39]#[N:40])=[CH:30][CH:29]=1)([CH3:27])([CH3:26])[CH3:25]>C(O)(=O)C>[CH2:9]([O:8][C:6]1[CH:5]=[CH:4][C:3]([S:16][C:17]2[CH:18]=[CH:19][C:20]([OH:23])=[CH:21][CH:22]=2)=[C:2]([NH:1][C:39]2[C:31]3[CH:30]=[CH:29][C:28]([C:24]([CH3:25])([CH3:26])[CH3:27])=[N:33][C:32]=3[N:34]=[CH:35][N:40]=2)[CH:7]=1)[C:10]1[CH:11]=[CH:12][CH:13]=[CH:14][CH:15]=1. Procedure details: The product from Example 27A was heated at 130° C. in acetic acid with the product from Example 127A for 15 minutes, the mixture was then cooled to room temperature, the solvent removed and the residue purified by column chromatography on silica gel to provide the title product. 1H NMR (300 MHz, DMSO-D6) δ ppm: 1.38 (s, 9H) 5.11 (s, 2H) 6.60-6.74 (m, 2H) 6.94 (d, J=7.35 Hz, 1H) 7.06-7.19 (m, 3H) 7.27-7.50 (m, 6H) 7.78 (d, J=8.09 Hz, 1H) 8.56 (s, 1H) 8.75 (s, 1H) 9.64 (s, 1H) 9.95 (s, 1H); MS (ES... Starting materials: ON1C(C=2C(C1=O)=CC=CC2)=O (N-hydroxyphthalimide), C1(=CC=CC=C1)P(C1=CC=CC=C1)C1=CC=CC=C1 (triphenylphosphine), CC1(OC[C@H](O1)CO)C ((R)-(+)-(2,2-Dimethyl-[1,3]dioxolan-4-yl)-methanol), CC1(OC[C@@H](O1)CO)C ((S)-(2,2-dimethyl-[1,3]dioxolan-4-yl)-methanol), N(=NC(=O)OCC)C(=O)OCC (diethyl azodicarboxylate). The solvent is O1CCCC1 (tetrahydrofuran). Run at temperature 4 celsius, time 18 hour. Product: CC1(OC[C@@H](O1)CO)C ((S)-(+)-(2,2-Dimethyl-[1,3]dioxolan-4-yl)-methanol), CC1(OC[C@@H](O1)CON1C(C2=CC=CC=C2C1=O)=O)C ((R)-2-(2,2-Dimethyl-[1,3]dioxolan-4ylmethoxy)-isoindole-1,3-dione). Isolated yield 97.0%. Reaction SMILES: [OH:1][N:2]1[C:6](=[O:7])[C:5]2=[CH:8][CH:9]=[CH:10][CH:11]=[C:4]2[C:3]1=[O:12].C1(P(C2C=CC=CC=2)C2C=CC=CC=2)C=CC=CC=1.[CH3:32][C:33]1([CH3:40])[O:37][C@H:36]([CH2:38][OH:39])[CH2:35][O:34]1.[CH3:41][C:42]1([CH3:49])[O:46][C@@H:45]([CH2:47]O)[CH2:44][O:43]1.N(C(OCC)=O)=NC(OCC)=O>O1CCCC1>[CH3:32][C:33]1([CH3:40])[O:37][C@@H:36]([CH2:38][OH:39])[CH2:35][O:34]1.[CH3:41][C:42]1([CH3:49])[O:46][C@@H:45]([CH2:47][O:1][N:2]2[C:3](=[O:12])[C:4]3[C:5](=[CH:8][CH:9]=[CH:10][CH:11]=3)[C:6]2=[O:7])[CH2:44][O:43]1. Procedure details: A 3-L round-bottomed flask equipped with mechanical stirrer and additional funnel was charged with N-hydroxyphthalimide (68.0 g, 0.416 mol) and tetrahydrofuran (1.2 L) under nitrogen atmosphere. To this solution was added triphenylphosphine (109.2 g, 0.416 mol) and (R)- or (S)-(2,2-dimethyl-[1,3]dioxolan-4-yl)-methanol (55.0 g, 0.416 mol). The mixture was cooled to 3-5° C. and diethyl azodicarboxylate (85.2 mL, 0.541 mol) was added dropwise, while keeping the inner temperature below 15° C. The r... Reactants: ClC=1C=C2C(=CC1)N(C[C@]21CNCC1)C(=O)NC=1SC(=CN1)Cl ((S)-5-chloro-N-(5-chlorothiazol-2-yl)spiro[indoline-3,3′-pyrrolidine]-1-carboxamide), ClC=1C=C2C(=CC1)N(CC21CNCC1)C(=O)NC=1SC(=CN1)Cl (5-chloro-N-(5-chlorothiazol-2-yl)spiro[indoline-3,3′-pyrrolidine]-1-carboxamide). Product: ClC=1C=C2C(=CC1)N(C[C@@]21CN(CC1)C(=O)NC)C(=O)NC=1SC(=CN1)Cl ((R)-5-chloro-N1-(5-chlorothiazol-2-yl)-N1′-methylspiro[indoline-3,3′-pyrrolidine]-1,1′-dicarboxamide). RXN SMILES: [Cl:1][C:2]1[CH:3]=[C:4]2[C@:10]3([CH2:14][CH2:13][NH:12][CH2:11]3)[CH2:9][N:8]([C:15]([NH:17][C:18]3[S:19][C:20]([Cl:23])=[CH:21][N:22]=3)=[O:16])[C:5]2=[CH:6][CH:7]=1.ClC1C=C2C3(CCNC3)C[N:31]([C:38](NC3SC(Cl)=CN=3)=[O:39])[C:28]2=CC=1>>[Cl:1][C:2]1[CH:3]=[C:4]2[C@@:10]3([CH2:14][CH2:13][N:12]([C:38]([NH:31][CH3:28])=[O:39])[CH2:11]3)[CH2:9][N:8]([C:15]([NH:17][C:18]3[S:19][C:20]([Cl:23])=[CH:21][N:22]=3)=[O:16])[C:5]2=[CH:6][CH:7]=1. Procedure: The captioned compound was obtained in the form of a white solid by performing the same reactions and/or treatments as those in Example 373, with the exception that the (S)-5-chloro-N-(5-chlorothiazol-2-yl)spiro[indoline-3,3′-pyrrolidine]-1-carboxamide obtained as an intermediate of Example 52 was used instead of 5-chloro-N-(5-chlorothiazol-2-yl)spiro[indoline-3,3′-pyrrolidine]-1-carboxamide.